This data is from the Open Reaction Database (ORD), a public repository of structured organic reaction records. The task is: describe an organic reaction: reactants, conditions, products, and yield The reactants are 2-carbomethoxy-5-oxo-5H-dibenzo[a,d]cycloheptane, C1(=NNCCCCCC1)C1=CCCCCCCC1 (diazabicylononene), O (water), C(C)(=O)OCC (ethyl acetate), C(Cl)(Cl)(Cl)Cl (carbon tetrachloride), BrN1C(CCC1=O)=O (N-bromosuccinimide). Reaction conditions: temperature 60 celsius. Yields the product C(=O)(OC)C1=CC2=C(C(C3=C(C=C2)C=CC=C3)=O)C=C1 (2-carbomethoxy-5-oxo-5H-dibenzo[a,d]cycloheptene). RXN SMILES: C(Cl)(Cl)(Cl)Cl.BrN1C(=[O:12])CCC1=O.[C:14]1([C:23]2[CH2:31][CH2:30][CH2:29][CH2:28][CH2:27][CH2:26][CH2:25][CH:24]=2)[CH2:22][CH2:21][CH2:20][CH2:19]CCNN=1.O.[C:33]([O:36][CH2:37]C)(=[O:35])[CH3:34]>>[C:33]([C:34]1[CH:19]=[CH:20][C:21]2[C:22](=[O:12])[C:14]3[CH:23]=[CH:31][CH:30]=[CH:29][C:28]=3[CH:27]=[CH:26][C:25]=2[CH:24]=1)([O:36][CH3:37])=[O:35]. Procedure: 4.68 G of 2-carbomethoxy-5-oxo-5H-dibenzo[a,d]cycloheptane is refluxed in 100 ml. of carbon tetrachloride containing 3.56 g. (1 eq.) of N-bromosuccinimide while being irradiated with a 100 watt incandescent lamp. After 2 hours the solution is cooled, filtered and evaporated to dryness. The residue is dissolved in 30 ml. of dimethylformamide and 2.48 g. (1eq.) of diazabicylononene is added. The mixture is heated briefly to 60° C, and water and ethyl acetate are added. The organic layer is washed ... The reactants are O.O.Cl[Sn]Cl (SnCl2.2H2O), [N+](=O)([O-])C=1C=C(C=CC1)C1=CC=C2C=CN(C2=C1)C1=NC(=NC=C1)N (4-(6-(3-Nitrophenyl)-1H-indol-1-yl)pyrimidin-2-amine), C([O-])(O)=O.[Na+] (sodium bicarbonate). Solvent: C(C)O (ethanol). Conditions: temperature 100 celsius, time 3 hour. Product: NC=1C=C(C=CC1)C1=CC=C2C=CN(C2=C1)C1=NC(=NC=C1)N (4-(6-(3-aminophenyl)-1H-indol-1-yl)pyrimidin-2-amine). The yield is 60.1%. RXN SMILES: [N+:1]([C:4]1[CH:5]=[C:6]([C:10]2[CH:18]=[C:17]3[C:13]([CH:14]=[CH:15][N:16]3[C:19]3[CH:24]=[CH:23][N:22]=[C:21]([NH2:25])[N:20]=3)=[CH:12][CH:11]=2)[CH:7]=[CH:8][CH:9]=1)([O-])=O.O.O.Cl[Sn]Cl.C(=O)(O)[O-].[Na+]>C(O)C>[NH2:1][C:4]1[CH:5]=[C:6]([C:10]2[CH:18]=[C:17]3[C:13]([CH:14]=[CH:15][N:16]3[C:19]3[CH:24]=[CH:23][N:22]=[C:21]([NH2:25])[N:20]=3)=[CH:12][CH:11]=2)[CH:7]=[CH:8][CH:9]=1 |f:1.2.3,4.5|. Procedure details: 4-(6-(3-Nitrophenyl)-1H-indol-1-yl)pyrimidin-2-amine (76.8 mg, 0.232 mmol) was dissolved in ethanol and, after adding SnCl2.2H2O (262 mg, 1.159 mmol), the mixture was stirred at 100° C. for 3 hours. The reaction mixture was added to sodium bicarbonate aqueous solution and extracted with ethyl acetate. The combined organic layer was washed with brine, dried with magnesium sulfate, and concentrated under reduced pressure. Purification of the residue by column chromatography (silica gel, MC:MeOH=20... The reactants are C(#N)C1=CC=C(OCC(C)N)C=C1 ((-)-2-(4-cyanophenoxy)-1-methylethylamine), ClC(=O)OCC(C)C (isobutyl chloroformate), CN1CCCCC1 (N-methylpiperidine), FC1=CC=C(OC(=O)N[C@@H](C(C)C)C(=O)O)C=C1 (N-(4-fluorophenoxycarbonyl)-L-valine). The solvent is O (Water), C(Cl)Cl (methylene chloride). Conditions: temperature -20 celsius, time 1 hour. Product: C(#N)C1=CC=C(OCC(C)NC([C@@H](NC(=O)OC2=CC=C(C=C2)F)C(C)C)=O)C=C1 (N1 -[2-(4-cyanophenoxy)-1-methylethyl]-N2 -(4-fluorophenoxycarbonyl)-L-valinamide), crystal. Yield: 23.0%. RXN SMILES: CN1CCCCC1.[F:8][C:9]1[CH:25]=[CH:24][C:12]([O:13][C:14]([NH:16][C@H:17]([C:21]([OH:23])=O)[CH:18]([CH3:20])[CH3:19])=[O:15])=[CH:11][CH:10]=1.ClC(OCC(C)C)=O.[C:34]([C:36]1[CH:46]=[CH:45][C:39]([O:40][CH2:41][CH:42]([NH2:44])[CH3:43])=[CH:38][CH:37]=1)#[N:35]>C(Cl)Cl.O>[C:34]([C:36]1[CH:46]=[CH:45][C:39]([O:40][CH2:41][CH:42]([NH:44][C:21](=[O:23])[C@H:17]([CH:18]([CH3:19])[CH3:20])[NH:16][C:14]([O:13][C:12]2[CH:11]=[CH:10][C:9]([F:8])=[CH:25][CH:24]=2)=[O:15])[CH3:43])=[CH:38][CH:37]=1)#[N:35]. Procedure: 1.2 g of N-methylpiperidine was added to a solution containing 3.0 g of N-(4-fluorophenoxycarbonyl)-L-valine dissolved in 80 ml of methylene chloride, at -20° C. After the mixture was stirred for 15 minutes at the same temperature, 1.6 g of isobutyl chloroformate was added to the mixture, and stirred for 1 hour at -20° C. 2.3 g of (-)-2-(4-cyanophenoxy)-1-methylethylamine was added to this mixture at -60° C., and then the reaction mixture was allowed to sit and warm naturally to room temperature...